This data is from the Open Reaction Database (ORD), a public repository of structured organic reaction records. The task is: describe an organic reaction: reactants, conditions, products, and yield The reactants are ClC1=C(N)C=CC=C1 (2-chloroaniline), S(=O)(=O)([O-])[O-].[Mg+2] (magnesium sulfate), OC1=C(C=C(C=C1C)C1=CC(=C(N=N1)OC)C(CC)=O)C (1-[6-(4-Hydroxy-3,5-dimethyl-phenyl)-3-methoxy-pyridazin-4-yl]-propan-1-one), C(C)(=O)O (acetic acid). The solvent is CC(=O)N(C)C (dimethylacetamide). Run at temperature 140 celsius. The product is COC1=C(C=C(N=N1)C1=CC(=C(C(=C1)C)O)C)C=1NC2=CC=CC=C2C1C (4-[6-Methoxy-5-(3-methyl-1H-indol-2-yl)-pyridazin-3-yl]-2,6-dimethyl-phenol). As a reaction SMILES: Cl[C:2]1[CH:8]=[CH:7][CH:6]=[CH:5][C:3]=1[NH2:4].S([O-])([O-])(=O)=O.[Mg+2].[OH:15][C:16]1[C:21]([CH3:22])=[CH:20][C:19]([C:23]2[N:28]=[N:27][C:26]([O:29][CH3:30])=[C:25]([C:31](=O)[CH2:32][CH3:33])[CH:24]=2)=[CH:18][C:17]=1[CH3:35].C(O)(=O)C>CC(N(C)C)=O>[CH3:30][O:29][C:26]1[N:27]=[N:28][C:23]([C:19]2[CH:20]=[C:21]([CH3:22])[C:16]([OH:15])=[C:17]([CH3:35])[CH:18]=2)=[CH:24][C:25]=1[C:31]1[NH:4][C:3]2[C:2]([C:32]=1[CH3:33])=[CH:8][CH:7]=[CH:6][CH:5]=2 |f:1.2|. Procedure details: 73.4 μl of 2-chloroaniline and 21 mg of anhydrous magnesium sulfate are suspended in 3 ml dimethylacetamide. 100 mg of 1-[6-(4-Hydroxy-3,5-dimethyl-phenyl)-3-methoxy-pyridazin-4-yl]-propan-1-one and 31.4 mg acetic acid are added and the reaction is degassed with argon. 96 mg of tripotassium phosphate and 35.7 mg of bis(tri-tert-butylphosphine) palladium (0) are added and the reaction is degassed with argon. The reaction is heated to 140° C. for 16 h. The solution is filtered. The product is puri... Starting materials: COC(=O)COc1cccc(Nc2ncnc3oc(-c4ccc(Br)cc4)c(-c4ccc(F)cc4)c23)c1, CCOC(C)=O, ClCCl. Product: COC(=O)COc1cccc(Nc2ncnc3oc(-c4ccccc4)c(-c4ccc(F)cc4)c23)c1. As a reaction SMILES: [CH3:1][O:2][C:3]([CH2:4][O:5][c:6]1[cH:7][c:8]([NH:12][c:13]2[c:14]3[c:15]([n:16][cH:17][n:18]2)[o:19][c:20](-[c:29]2[cH:30][cH:31][c:32]([Br:35])[cH:33][cH:34]2)[c:21]3-[c:22]2[cH:23][cH:24][c:25]([F:28])[cH:26][cH:27]2)[cH:9][cH:10][cH:11]1)=[O:36].[CH3:40][CH2:41][O:42][C:43](=[O:44])[CH3:45].[Cl:37][CH2:38][Cl:39]>>[CH3:1][O:2][C:3]([CH2:4][O:5][c:6]1[cH:7][c:8]([NH:12][c:13]2[c:14]3[c:15]([n:16][cH:17][n:18]2)[o:19][c:20](-[c:29]2[cH:30][cH:31][cH:32][cH:33][cH:34]2)[c:21]3-[c:22]2[cH:23][cH:24][c:25]([F:28])[cH:26][cH:27]2)[cH:9][cH:10][cH:11]1)=[O:36]. The reactants are SC1=CC=NC=C1 (4-Mercaptopyridine), ClC1=NC(=CC(=N1)CI)N1[C@H](COCC1)C (2-chloro-4-(iodomethyl)-6-[(3S)-3-methylmorpholin-4-yl]pyrimidine), C1CCC2=NCCCN2CC1 (DBU). Solvent: C(C)#N (acetonitrile). Run at time 2 minute. Product: ClC1=NC(=CC(=N1)N1[C@H](COCC1)C)CSC1=CC=NC=C1 (2-Chloro-4-[(3S)-3-methylmorpholin-4-yl]-6-(pyridin-4-ylsulfanylmethyl)pyrimidine). Yield: 64.5%. Reaction SMILES: [SH:1][C:2]1[CH:7]=[CH:6][N:5]=[CH:4][CH:3]=1.[Cl:8][C:9]1[N:14]=[C:13]([CH2:15]I)[CH:12]=[C:11]([N:17]2[CH2:22][CH2:21][O:20][CH2:19][C@@H:18]2[CH3:23])[N:10]=1.C1CCN2C(=NCCC2)CC1>C(#N)C>[Cl:8][C:9]1[N:10]=[C:11]([N:17]2[CH2:22][CH2:21][O:20][CH2:19][C@@H:18]2[CH3:23])[CH:12]=[C:13]([CH2:15][S:1][C:2]2[CH:7]=[CH:6][N:5]=[CH:4][CH:3]=2)[N:14]=1. Reported procedure: 4-Mercaptopyridine (0.752 g, 6.77 mmol) was added to 2-chloro-4-(iodomethyl)-6-[(3S)-3-methylmorpholin-4-yl]pyrimidine (1.596 g, 4.51 mmol) in acetonitrile (100 mL) at RT under air. DBU (0.3 mL, 2.01 mmol) was then added and the resulting solution was stirred at RT for 2 minutes. The solvent was removed and DCM was added. The reaction mixture was washed sequentially with water, the organic layer dried (MgSO4), filtered and evaporated. The crude product was chromatographed on silica, eluting with... Starting materials: NC1=CC=C2C(=NN(C(C2=C1)=O)C(C)C)Br (7-amino-2-isopropyl-4-bromo-2H-phthalazin-1-one), TEA, ClCCCC(=O)Cl (4-chlorobutyryl chloride). Solvent: CN(C)C=O (DMF). Run at time 5 minute. Product: BrC1=NN(C(C2=CC(=CC=C12)NC(CCCCl)=O)=O)C(C)C (N-(1-bromo-3-isopropyl-4-oxo-3,4-dihydro-phthalazin-6-yl)-4-chloro-butyramide). Yield: 66.1%. Reaction SMILES: [NH2:1][C:2]1[CH:11]=[C:10]2[C:5]([C:6]([Br:16])=[N:7][N:8]([CH:13]([CH3:15])[CH3:14])[C:9]2=[O:12])=[CH:4][CH:3]=1.[Cl:17][CH2:18][CH2:19][CH2:20][C:21](Cl)=[O:22]>CN(C=O)C>[Br:16][C:6]1[C:5]2[C:10](=[CH:11][C:2]([NH:1][C:21](=[O:22])[CH2:20][CH2:19][CH2:18][Cl:17])=[CH:3][CH:4]=2)[C:9](=[O:12])[N:8]([CH:13]([CH3:14])[CH3:15])[N:7]=1. Reported procedure: To a solution of 7-amino-2-isopropyl-4-bromo-2H-phthalazin-1-one (0.5 g, 1.8 mmol) in DMF (8 ml), was added TEA (0.28 ml, 1.98 mmol). After 5 min, 4-chlorobutyryl chloride (0.22 ml, 2.0 mmol) was added and the solution was stirred at RT for 2 hours. After this time LC-MS indicated the complete consumption of starting material and the mixture was diluted with DCM (30 ml) and washed with HCl (1M, 20 ml). The organic layer was separated, dried (MgSO4) and concentrated under vacuum. The residue was ... The reactants are CC1=NC2=C(C=CC=C2C=C1)OC[C@H](C)O ((S)-1-(2-methylquinolin-8-yloxy)propan-2-ol), [Se](=O)=O (selenium dioxide), resultant mixture. Solvent: O1CCOCC1 (dioxane), O (water). The product is O[C@H](COC=1C=CC=C2C=CC(=NC12)C=O)C ((S)-8-(2-hydroxypropoxy)quinoline-2-carbaldehyde). Isolated yield 57.0%. RXN SMILES: [CH3:1][C:2]1[CH:11]=[CH:10][C:9]2[C:4](=[C:5]([O:12][CH2:13][C@@H:14]([OH:16])[CH3:15])[CH:6]=[CH:7][CH:8]=2)[N:3]=1.[Se](=O)=[O:18]>O1CCOCC1.O>[OH:16][C@@H:14]([CH3:15])[CH2:13][O:12][C:5]1[CH:6]=[CH:7][CH:8]=[C:9]2[C:4]=1[N:3]=[C:2]([CH:1]=[O:18])[CH:11]=[CH:10]2. Procedure details: To a solution of (S)-1-(2-methylquinolin-8-yloxy)propan-2-ol (0.15 g, 0.69 mmol) in dioxane (10 mL) and water (0.1 mL) was added selenium dioxide (0.092 g, 0.83 mmol) and the resultant mixture heated at reflux for 2.5 hours. The cooled reaction mixture was filtered through a plug of Celite® to remove solids, rinsing with dichloromethane, and the filtrate was concentrated under reduced pressure. The residue was purified by normal phase chromatography on silica gel (20-40% ethyl acetate/hexanes) p...